This data is from the Open Reaction Database (ORD), a public repository of structured organic reaction records. The task is: describe an organic reaction: reactants, conditions, products, and yield Reactants: N#N (N2), C(C)(C)(C)[SiH2]OC(C=1OC=C(N1)CN1N=CC(=C1)[N+](=O)[O-])(C)C (2-(tert-butyl-dimethyl-silanyloxymethyl)-4-(4-nitro-pyrazol-1-ylmethyl)-oxazole), [NH4+].[Cl-] (NH4Cl). Reagents/catalysts: [Fe] (iron). The solvent is CCO (EtOH), O (water). Reaction conditions: temperature 75 celsius, time 45 minute. Product: C(C)(C)(C)[SiH2]OC(C=1OC=C(N1)CN1N=CC(=C1)N)(C)C (1-[2-(tert-Butyl-dimethyl-silanyloxymethyl)-oxazol-4-ylmethyl]-1H-pyrazol-4-ylamine). Reaction SMILES: N#N.[C:3]([SiH2:7][O:8][C:9]([CH3:25])([CH3:24])[C:10]1[O:11][CH:12]=[C:13]([CH2:15][N:16]2[CH:20]=[C:19]([N+:21]([O-])=O)[CH:18]=[N:17]2)[N:14]=1)([CH3:6])([CH3:5])[CH3:4].[NH4+].[Cl-]>CCO.O.[Fe]>[C:3]([SiH2:7][O:8][C:9]([CH3:25])([CH3:24])[C:10]1[O:11][CH:12]=[C:13]([CH2:15][N:16]2[CH:20]=[C:19]([NH2:21])[CH:18]=[N:17]2)[N:14]=1)([CH3:6])([CH3:4])[CH3:5] |f:2.3|. Reported procedure: In a flame dried round-bottomed flask equipped with a magnetic stir bar and under inert atmosphere (N2), a solution of 2-(tert-butyl-dimethyl-silanyloxymethyl)-4-(4-nitro-pyrazol-1-ylmethyl)-oxazole (408 mg, 1.20 mmol), iron powder (204 mg, 3.62 mmol) and NH4Cl (326 mg, 6.03 mmol) in a mixture of EtOH (6.0 mL) and water (3.0 mL) was stirred at 75° C. for 45 min. The reaction mixture was filtered while hot and concentrated under reduced pressure. The residue was redissolved in CH2Cl2 (20 mL), dri... Starting materials: CO, COc1cc2c(cc1[N+](=O)[O-])CCN(C(=O)C(F)(F)F)CC2, [H][H], [Pd]. Yields the product COc1cc2c(cc1N)CCN(C(=O)C(F)(F)F)CC2. As a reaction SMILES: [CH3:25][OH:26].[F:1][C:2]([C:3](=[O:4])[N:5]1[CH2:6][CH2:7][c:8]2[c:9]([cH:12][c:13]([O:19][CH3:20])[c:14]([N+:16]([O-:17])=[O:18])[cH:15]2)[CH2:10][CH2:11]1)([F:21])[F:22].[H:23][H:24].[Pd:27]>>[F:1][C:2]([C:3](=[O:4])[N:5]1[CH2:6][CH2:7][c:8]2[c:9]([cH:12][c:13]([O:19][CH3:20])[c:14]([NH2:16])[cH:15]2)[CH2:10][CH2:11]1)([F:21])[F:22]. Reactants: C1(CCCCC1)C(C1=C(OC(=C1)C1=CC=CC=C1)CSC)NC1=CC=C(C=C1)C(=O)NCCC(=O)OCC (Ethyl 3-[({4-[(cyclohexyl{2-[(methylsulfanyl)methyl]-5-phenylfuran-3-yl}methyl)amino]phenyl}carbonyl)amino]propanoate), OOS(=O)[O-].[K+] (OXONE). Run in CO (methanol), O (water), O (water). Run at time 1 hour. The product is C1(CCCCC1)C(C1=C(OC(=C1)C1=CC=CC=C1)CS(=O)C)NC1=CC=C(C=C1)C(=O)NCCC(=O)OCC (ethyl 3-[({4-[(cyclohexyl{2-[(methylsulfinyl)methyl]-5-phenylfuran-3-yl}methyl)amino]phenyl}carbonyl)amino]propanoate). Yield: 71.3%. As a reaction SMILES: [CH:1]1([CH:7]([NH:22][C:23]2[CH:28]=[CH:27][C:26]([C:29]([NH:31][CH2:32][CH2:33][C:34]([O:36][CH2:37][CH3:38])=[O:35])=[O:30])=[CH:25][CH:24]=2)[C:8]2[CH:12]=[C:11]([C:13]3[CH:18]=[CH:17][CH:16]=[CH:15][CH:14]=3)[O:10][C:9]=2[CH2:19][S:20][CH3:21])[CH2:6][CH2:5][CH2:4][CH2:3][CH2:2]1.[OH:39]OS([O-])=O.[K+]>CO.O>[CH:1]1([CH:7]([NH:22][C:23]2[CH:24]=[CH:25][C:26]([C:29]([NH:31][CH2:32][CH2:33][C:34]([O:36][CH2:37][CH3:38])=[O:35])=[O:30])=[CH:27][CH:28]=2)[C:8]2[CH:12]=[C:11]([C:13]3[CH:14]=[CH:15][CH:16]=[CH:17][CH:18]=3)[O:10][C:9]=2[CH2:19][S:20]([CH3:21])=[O:39])[CH2:6][CH2:5][CH2:4][CH2:3][CH2:2]1 |f:1.2|. Reported procedure: Ethyl 3-[({4-[(cyclohexyl{2-[(methylsulfanyl)methyl]-5-phenylfuran-3-yl}methyl)amino]phenyl}carbonyl)amino]propanoate (267 mg) was dissolved in methanol (9 mL) and water (1 mL), OXONE (277 mg) was added, and the mixture was stirred at room temperature for 1 hr. The reaction mixture was poured into water, and the mixture was extracted with ethyl acetate. The organic layer was washed with saturated brine, and dried over magnesium sulfate. The solvent was evaporated under reduced pressure, and the ... Reactants: IC=1C=NC2=CC=CC=C2C1 (3-iodoquinoline), FC(C1=C(C=CC=C1)S)(F)F (2-trifluoromethyl benzenethiol), C(CO)O (ethylene glycol), C(=O)([O-])[O-].[K+].[K+] (K2CO3). The reagents and catalysts are [Cu]I (CuI). The solvent is C(C)(C)O (isopropanol). Yields the product FC(C1=C(C=CC=C1)SC=1C=NC2=CC=CC=C2C1)(F)F (3-(2-trifluoromethyl-phenylsulfanyl)-quinoline). The yield is 112.9%. RXN SMILES: I[C:2]1[CH:3]=[N:4][C:5]2[C:10]([CH:11]=1)=[CH:9][CH:8]=[CH:7][CH:6]=2.[F:12][C:13]([F:22])([F:21])[C:14]1[CH:19]=[CH:18][CH:17]=[CH:16][C:15]=1[SH:20].C(O)CO.C([O-])([O-])=O.[K+].[K+]>C(O)(C)C.[Cu]I>[F:22][C:13]([F:12])([F:21])[C:14]1[CH:19]=[CH:18][CH:17]=[CH:16][C:15]=1[S:20][C:2]1[CH:3]=[N:4][C:5]2[C:10]([CH:11]=1)=[CH:9][CH:8]=[CH:7][CH:6]=2 |f:3.4.5|. Procedure: A mixture of 3-iodoquinoline (6 g, 23.5 mmol), 2-trifluoromethyl benzenethiol (5 g, 28 mmol), CuI (225 mg, 3.89 mmol), ethylene glycol (3.5 g, 56.4 mmol), K2CO3 (8 g, 58 mmol) in isopropanol (20 mL) was refluxed under N2 for 12 h. The reaction mixture was filtered through a short pad of silica gel and the filtrate was concentrated in vacuo to dryness. The product was purified by flash column chromatography on silica gel to give the product 3-(2-trifluoromethyl-phenylsulfanyl)-quinoline (8.1 g, 9... Starting materials: O=C(CCBr)c1ccccc1, CC(=O)O, CO, NNC(N)=S. Yields the product NC(=S)NN=C(CCBr)c1ccccc1. RXN SMILES: [Br:1][CH2:2][CH2:3][C:4](=[O:5])[c:6]1[cH:7][cH:8][cH:9][cH:10][cH:11]1.[C:19]([OH:20])(=[O:21])[CH3:22].[CH3:12][OH:13].[NH2:14][NH:15][C:16](=[S:17])[NH2:18]>>[Br:1][CH2:2][CH2:3][C:4]([c:6]1[cH:7][cH:8][cH:9][cH:10][cH:11]1)=[N:14][NH:15][C:16](=[S:17])[NH2:18]. Reactants: ClC=1C=CC2=C(C(C3=C(C=C2)C=CC=C3)CCCOCC)C1 (3-Chloro-5-(3-ethoxypropyl)-5H-dibenzo[a,d]cycloheptene), ice water, C(C)(=O)OC(C)=O (acetic anhydride), I (hydriodic acid). Run at temperature 65 celsius. Yields the product ClC=1C=CC2=C(C(C3=C(C=C2)C=CC=C3)CCCI)C1 (3-chloro-5-(3-iodopropyl)-5H-dibenzo[a,d]cycloheptene). As a reaction SMILES: [Cl:1][C:2]1[CH:3]=[CH:4][C:5]2[CH:11]=[CH:10][C:9]3[CH:12]=[CH:13][CH:14]=[CH:15][C:8]=3[CH:7]([CH2:16][CH2:17][CH2:18]OCC)[C:6]=2[CH:22]=1.C(OC(=O)C)(=O)C.[IH:30]>>[Cl:1][C:2]1[CH:3]=[CH:4][C:5]2[CH:11]=[CH:10][C:9]3[CH:12]=[CH:13][CH:14]=[CH:15][C:8]=3[CH:7]([CH2:16][CH2:17][CH2:18][I:30])[C:6]=2[CH:22]=1. Procedure details: 3-Chloro-5-(3-ethoxypropyl)-5H-dibenzo[a,d]cycloheptene (0.03 mole) is dissolved in 45 ml. of acetic anhydride. The solution is heated to 65°C. and nitrogen is passed through while 30 ml. of hydriodic acid (sp. gr., 1.5) is added gradually, keeping the temperature below 90°C. The solution is heated to approximately 80°C. for 30 minutes, then cooled and poured into ice-water. The product is extracted into ether, the extract washed with dilute sodium thiosulfate solution, followed by dilute sodium...